This data is from the Open Reaction Database (ORD), a public repository of structured organic reaction records. The task is: describe an organic reaction: reactants, conditions, products, and yield The reactants are CC1CCC(N)CC1, O, c1ccncc1, O=C(Cl)c1cnc2ccccc2n1. The product is CC1CCC(NC(=O)c2cnc3ccccc3n2)CC1. RXN SMILES: [CH3:1][CH:2]1[CH2:3][CH2:4][CH:5]([NH2:8])[CH2:6][CH2:7]1.[OH2:22].[cH:23]1[cH:24][cH:25][n:26][cH:27][cH:28]1.[n:9]1[c:10]([C:19](=[O:20])[Cl:21])[cH:11][n:12][c:13]2[cH:14][cH:15][cH:16][cH:17][c:18]12>>[CH3:1][CH:2]1[CH2:3][CH2:4][CH:5]([NH:8][C:19]([c:10]2[n:9][c:18]3[c:13]([n:12][cH:11]2)[cH:14][cH:15][cH:16][cH:17]3)=[O:20])[CH2:6][CH2:7]1.